From a dataset of the Open Reaction Database (ORD), a public repository of structured organic reaction records. describe an organic reaction: reactants, conditions, products, and yield Starting materials: C(C1=CC=CC=C1)N1C(=CC2=C1N=CC=C2O)C (1-Benzyl-2-methyl-1H-pyrrolo[2,3-b]pyridin-4-ol), BrCCOC(C)=O (2-bromoethylacetate), C(=O)([O-])[O-].[K+].[K+] (K2CO3). Solvent: CC(=O)C (acetone), C(C)(=O)OCC (ethyl acetate). Product: C(C1=CC=CC=C1)N1C(=CC=2C1=NC=CC2OCC(=O)OCC)C (Ethyl 2-(1-benzyl-2-methyl-1H-pyrrolo[2,3-b]pyridin-4-yloxy)acetate). Reaction SMILES: [CH2:1]([N:8]1[C:12]2[N:13]=[CH:14][CH:15]=[C:16]([OH:17])[C:11]=2[CH:10]=[C:9]1[CH3:18])[C:2]1[CH:7]=[CH:6][CH:5]=[CH:4][CH:3]=1.Br[CH2:20][CH2:21][O:22][C:23](=[O:25])[CH3:24].C([O-])([O-])=O.[K+].[K+]>CC(C)=O.C(OCC)(=O)C>[CH2:1]([N:8]1[C:12]2=[N:13][CH:14]=[CH:15][C:16]([O:17][CH2:24][C:23]([O:22][CH2:21][CH3:20])=[O:25])=[C:11]2[CH:10]=[C:9]1[CH3:18])[C:2]1[CH:3]=[CH:4][CH:5]=[CH:6][CH:7]=1 |f:2.3.4|. Procedure: A mixture of 1-benzyl-2-methyl-1H-pyrrolo[2,3-b]pyridin-4-ol 7 (0.30 g, 1.26 mmol), 2-bromoethylacetate (1.05 g, 6.29 mmol) and K2CO3 (2.0 g) in anhydrous acetone (15 mL) were heated at reflux for 6 h under N2. After cooling, the mixture was filtered through celite and the filtrate was concentrated to yield a syrup. It was then re-dissolved in ethyl acetate and washed with water (10×2 mL), brine and dried (Na2SO4). The solvent was removed under reduced pressure, and the residue was chromatograph... The reactants are Br[C@H]1[C@@H]([C@]2(C)[C@@H](C1)[C@@H]1[C@H](C=C3C[C@H](CC[C@]3(C)[C@H]1CC2)O)O)O (16α-bromo-3β,7β,17β-trihydroxyandrost-5-ene), [OH-].[Na+] (sodium hydroxide). The solvent is CN(C=O)C (dimethylformamide). The product is O[C@@H]1CC2=C[C@@H]([C@H]3[C@@H]4C[C@H]([C@@H]([C@@]4(C)CC[C@@H]3[C@]2(CC1)C)O)O)O (3β,7β,16α,17β-tetrahydroxyandrost-5-ene). As a reaction SMILES: Br[C@@H:2]1[CH2:7][C@H:6]2[C@H:8]3[C@H:18]([CH2:19][CH2:20][C@:4]2([CH3:5])[C@H:3]1[OH:23])[C@:16]1([CH3:17])[C:11]([CH2:12][C@@H:13]([OH:21])[CH2:14][CH2:15]1)=[CH:10][C@@H:9]3[OH:22].[OH-:24].[Na+]>CN(C)C=O>[OH:21][C@H:13]1[CH2:14][CH2:15][C@@:16]2([CH3:17])[C:11](=[CH:10][C@H:9]([OH:22])[C@@H:8]3[C@@H:18]2[CH2:19][CH2:20][C@@:4]2([CH3:5])[C@H:6]3[CH2:7][C@@H:2]([OH:24])[C@@H:3]2[OH:23])[CH2:12]1 |f:1.2|. Procedure details: 16α-bromo-3β,7β,17β-trihydroxyandrost-5-ene (CLIII, X=Br) is reacted with sodium hydroxide in dimethylformamide to form 3β,7β,16α,17β-tetrahydroxyandrost-5-ene (CLXI)